From a dataset of the Open Reaction Database (ORD), a public repository of structured organic reaction records. describe an organic reaction: reactants, conditions, products, and yield The reactants are COC(=O)c1cc(N)ccc1O[Si](C)(C)C(C)(C)C, CCN(C(C)C)C(C)C, ClCCOCCCl, [Na+], O=C([O-])O, CN(C)C=O. Yields the product COC(=O)c1cc(N2CCOCC2)ccc1O[Si](C)(C)C(C)(C)C. As a reaction SMILES: [CH3:1][O:2][C:3]([c:4]1[c:5]([O:11][Si:12]([CH3:13])([CH3:14])[C:15]([CH3:16])([CH3:17])[CH3:18])[cH:6][cH:7][c:8]([NH2:10])[cH:9]1)=[O:19].[CH:27]([N:28]([CH:29]([CH3:30])[CH3:31])[CH2:32][CH3:33])([CH3:34])[CH3:35].[Cl:20][CH2:21][CH2:22][O:23][CH2:24][CH2:25][Cl:26].[Na+:40].[O-:36][C:37]([OH:38])=[O:39].[O:41]=[CH:42][N:43]([CH3:44])[CH3:45]>>[CH3:1][O:2][C:3]([c:4]1[c:5]([O:11][Si:12]([CH3:13])([CH3:14])[C:15]([CH3:16])([CH3:17])[CH3:18])[cH:6][cH:7][c:8]([N:10]2[CH2:21][CH2:22][O:23][CH2:24][CH2:25]2)[cH:9]1)=[O:19]. Reactants: COC(=O)c1ccc(C#N)c(OCCc2ccc(Cl)cc2Cl)c1, CO, Cl, [Li+], [OH-], O. Product: N#Cc1ccc(C(=O)O)cc1OCCc1ccc(Cl)cc1Cl. As a reaction SMILES: [CH3:1][O:2][C:3]([c:4]1[cH:5][c:6]([O:12][CH2:13][CH2:14][c:15]2[c:16]([Cl:22])[cH:17][c:18]([Cl:21])[cH:19][cH:20]2)[c:7]([C:10]#[N:11])[cH:8][cH:9]1)=[O:23].[CH3:28][OH:29].[ClH:27].[Li+:26].[OH-:25].[OH2:24]>>[O:2]=[C:3]([c:4]1[cH:5][c:6]([O:12][CH2:13][CH2:14][c:15]2[c:16]([Cl:22])[cH:17][c:18]([Cl:21])[cH:19][cH:20]2)[c:7]([C:10]#[N:11])[cH:8][cH:9]1)[OH:23]. The reactants are [H-].[Na+] (sodium hydride), C(CC(=O)OCC)(=O)OCC (diethyl malonate), FC(C(CCCI)(F)F)(F)F (1,1,1,2,2-Pentafluoro-5-iodopentane). The solvent is O1CCCC1 (tetrahydrofuran). Conditions: time 30 minute. Product: FC(CCCC(C(=O)OCC)C(=O)OCC)(C(F)(F)F)F (diethyl 2-(4,4,5,5,5-pentafluoropentyl)propane-1,3-dioate). Yield: 0.1%. RXN SMILES: [H-].[Na+].[C:3]([O:11][CH2:12][CH3:13])(=[O:10])[CH2:4][C:5]([O:7][CH2:8][CH3:9])=[O:6].[F:14][C:15]([F:24])([F:23])[C:16]([F:22])([F:21])[CH2:17][CH2:18][CH2:19]I>O1CCCC1>[F:21][C:16]([F:22])([C:15]([F:24])([F:23])[F:14])[CH2:17][CH2:18][CH2:19][CH:4]([C:5]([O:7][CH2:8][CH3:9])=[O:6])[C:3]([O:11][CH2:12][CH3:13])=[O:10] |f:0.1|. Procedure details: To a solution of sodium hydride (60%) (3.90 g, 96.07 mol) in tetrahydrofuran (160 ml) was added dropwise a solution of diethyl malonate (16.6 ml, 110.85 mol) under ice-cooling, which was then stirred for 30 minutes. Then, 1,1,1,2,2-Pentafluoro-5-iodopentane (21 g, 73.9 mol) was added dropwise thereto, and reaction mixture was warmed to room temperature, with stirring, for overnight. After the reaction was completed, the reaction was quenched with water, extracted with ethyl acetate. The organic ... The solvent is CS(=O)C (DMSO), CCOC(=O)C (EtOAc). Conditions: time 3.5 hour. The reactants are C([O-])([O-])=O.[K+].[K+] (potassium carbonate), OO (hydrogen peroxide), C(#N)C1=NC=CC(=C1)[C@H](CC)NS(=O)C(C)(C)C (2-methyl-propane-2-sulfinic acid [(S)-1-(2-cyano-pyridin-4-yl)-propyl]-amide), aqueous solution. Reported procedure: To a chilled (10° C.) rapidly stirred solution of 2-methyl-propane-2-sulfinic acid [(S)-1-(2-cyano-pyridin-4-yl)-propyl]-amide (4.4 g, 16.58 mmol) in DMSO (70 mL) was added potassium carbonate (3 g, 21.72 mmol) portionwise followed by a 30% aqueous solution of hydrogen peroxide (6.16 mL, 54.38 mmol) dropwise. The reaction was stirred at room temperature for 3.5 hours. The reaction was cooled to 5° C., diluted with EtOAc (100 mL), quenched with 10% aqueous sodium thiosulfate solution (25 mL), and... Yields the product CC(C)(C)S(=O)N[C@@H](CC)C1=CC(=NC=C1)C(=O)N (4-[(S)-1-(2-methyl-propane-2-sulfinylamino)-propyl]pyridine-2-carboxylic acid amide). As a reaction SMILES: [C:1]([C:3]1[CH:8]=[C:7]([C@@H:9]([NH:12][S:13]([C:15]([CH3:18])([CH3:17])[CH3:16])=[O:14])[CH2:10][CH3:11])[CH:6]=[CH:5][N:4]=1)#[N:2].C(=O)([O-])[O-:20].[K+].[K+].OO>CS(C)=O.CCOC(C)=O>[CH3:18][C:15]([S:13]([NH:12][C@H:9]([C:7]1[CH:6]=[CH:5][N:4]=[C:3]([C:1]([NH2:2])=[O:20])[CH:8]=1)[CH2:10][CH3:11])=[O:14])([CH3:17])[CH3:16] |f:1.2.3|. Starting materials: O=C1CC(C(NC(=O)OCc2ccccc2)C(=O)O)C(=O)N1, O=C(Cl)OCC(Cl)(Cl)Cl, C1CCOC1, c1ccncc1. Product: O=C1CC(C(NC(=O)OCc2ccccc2)C(=O)OCC(Cl)(Cl)Cl)C(=O)N1. RXN SMILES: [CH2:1]([c:2]1[cH:3][cH:4][cH:5][cH:6][cH:7]1)[O:8][C:9](=[O:10])[NH:11][CH:12]([C:13](=[O:14])[OH:15])[CH:16]1[C:17](=[O:22])[NH:18][C:19](=[O:21])[CH2:20]1.[Cl:29][C:30]([O:31][CH2:33][C:34]([Cl:35])([Cl:36])[Cl:37])=[O:32].[O:38]1[CH2:39][CH2:40][CH2:41][CH2:42]1.[cH:23]1[cH:24][cH:25][n:26][cH:27][cH:28]1>>[CH2:1]([c:2]1[cH:3][cH:4][cH:5][cH:6][cH:7]1)[O:8][C:9](=[O:10])[NH:11][CH:12]([C:13]([O:14][CH2:33][C:34]([Cl:35])([Cl:36])[Cl:37])=[O:15])[CH:16]1[C:17](=[O:22])[NH:18][C:19](=[O:21])[CH2:20]1.